From a dataset of the Open Reaction Database (ORD), a public repository of structured organic reaction records. describe an organic reaction: reactants, conditions, products, and yield Reactants: CC(C)(CNC(=O)OC(C)(C)C)CNS(=O)(=O)c1cccc2cnccc12, CO, Cl. The product is CC(C)(CN)CNS(=O)(=O)c1cccc2cnccc12. Reaction SMILES: [C:1]([O:2][C:3](=[O:4])[NH:8][CH2:9][C:10]([CH2:11][NH:12][S:13](=[O:14])(=[O:15])[c:16]1[c:17]2[cH:18][cH:19][n:20][cH:21][c:22]2[cH:23][cH:24][cH:25]1)([CH3:26])[CH3:27])([CH3:5])([CH3:6])[CH3:7].[CH3:29][OH:30].[ClH:28]>>[NH2:8][CH2:9][C:10]([CH2:11][NH:12][S:13](=[O:14])(=[O:15])[c:16]1[c:17]2[cH:18][cH:19][n:20][cH:21][c:22]2[cH:23][cH:24][cH:25]1)([CH3:26])[CH3:27]. The reactants are CCOC(=O)CC1OB(O)c2cc(Oc3ncns3)cc(C)c21, C1CCOC1, Cl, [Li+], [OH-], O. Yields the product Cc1cc(Oc2ncns2)cc2c1C(CC(=O)O)OB2O. As a reaction SMILES: [CH2:1]([CH3:2])[O:3][C:4]([CH2:5][CH:6]1[c:7]2[c:8]([cH:12][c:13]([O:17][c:18]3[n:19][cH:20][n:21][s:22]3)[cH:14][c:15]2[CH3:16])[B:9]([OH:11])[O:10]1)=[O:23].[CH2:27]1[O:28][CH2:29][CH2:30][CH2:31]1.[ClH:26].[Li+:25].[OH-:24].[OH2:32]>>[O:3]=[C:4]([CH2:5][CH:6]1[c:7]2[c:8]([cH:12][c:13]([O:17][c:18]3[n:19][cH:20][n:21][s:22]3)[cH:14][c:15]2[CH3:16])[B:9]([OH:11])[O:10]1)[OH:23]. The solvent is CO (methanol). Reagents/catalysts: [Pd] (palladium). The yield is 49.9%. RXN SMILES: [CH3:1][O:2][C:3]1[CH:9]=[CH:8][C:6]([NH2:7])=[CH:5][C:4]=1[CH3:10].[C:11]([O:15][CH3:16])(=[O:14])[CH:12]=O.C>CO.[Pd]>[CH3:1][O:2][C:3]1[CH:9]=[CH:8][C:6]([NH:7][CH2:12][C:11]([O:15][CH3:16])=[O:14])=[CH:5][C:4]=1[CH3:10]. Product: COC1=C(C=C(C=C1)NCC(=O)OC)C (N-(4-Methoxy-3-methylphenyl)glycine, methyl ester). Procedure details: A mixture of 4-methoxy-3-methylaniline (5 g, 0.0364 mol), methyl glyoxylate (5.5 g, 0.0619 mol) and palladium over charcoal (3.7 g; 10%) in methanol (300 ml) was stirred under a hydrogen atmosphere for 1 hour. The suspension was filtered through hyflo and evaporated to give a yellow solid. This was triturated with ether at ~-78° C. and filtered to give the title compound as a pale yellow solid (3.8 g, 50%) m.p. 69°-71° C. Reactants: COC1=C(C=C(N)C=C1)C (4-methoxy-3-methylaniline), C(C=O)(=O)OC (methyl glyoxylate), C (charcoal). Run at time 1 hour. The reactants are CCCCC(CC)C(=O)[O-], C1CCOC1, Cl, CN1CC(N)C(=O)N(C)c2ccccc21, [Na+], COC1C(=O)OC(C(O)C=CC(C)(C)C)C1O. The product is COC(C(=O)NC1CN(C)c2ccccc2N(C)C1=O)C(O)C(O)C(O)C=CC(C)(C)C. As a reaction SMILES: [CH2:34]([CH:35]([CH2:36][CH2:37][CH2:38][CH3:39])[C:40]([O-:41])=[O:42])[CH3:43].[CH2:45]1[O:46][CH2:47][CH2:48][CH2:49]1.[ClH:18].[NH2:19][CH:20]1[CH2:21][N:22]([CH3:33])[c:23]2[c:24]([cH:29][cH:30][cH:31][cH:32]2)[N:25]([CH3:28])[C:26]1=[O:27].[Na+:44].[OH:1][CH:2]1[CH:3]([O:16][CH3:17])[C:4](=[O:15])[O:5][CH:6]1[CH:7]([CH:8]=[CH:9][C:10]([CH3:11])([CH3:12])[CH3:13])[OH:14]>>[OH:1][CH:2]([CH:3]([C:4](=[O:15])[NH:19][CH:20]1[CH2:21][N:22]([CH3:33])[c:23]2[c:24]([cH:29][cH:30][cH:31][cH:32]2)[N:25]([CH3:28])[C:26]1=[O:27])[O:16][CH3:17])[CH:6]([OH:5])[CH:7]([CH:8]=[CH:9][C:10]([CH3:11])([CH3:12])[CH3:13])[OH:14]. The reactants are NC1=NC=C(C(=N1)N)CC1=CC(=C(C2=C1C=CCO2)OC)OC (2,4-Diamino-5-(7,8-dimethoxy-2H-1-benzopyran-5-ylmethyl)pyrimidine), CC(C)([O-])C.[K+] (potassium t-butoxide). The solvent is CS(=O)C (dimethyl sulfoxide), O (water). The product is C(C)(=O)O.NC1=NC=C(C(=N1)N)CC1=CC(=C(C2=C1CC=CO2)OC)OC (2,4-diamino-5-(7,8-dimethoxy-4H-1-benzopyran-5-ylmethyl)pyrimidine acetate). Yield: 31.2%. As a reaction SMILES: [NH2:1][C:2]1[N:7]=[C:6]([NH2:8])[C:5]([CH2:9][C:10]2[C:15]3[CH:16]=[CH:17][CH2:18][O:19][C:14]=3[C:13]([O:20][CH3:21])=[C:12]([O:22][CH3:23])[CH:11]=2)=[CH:4][N:3]=1.CC(C)([O-:27])C.[K+]>CS(C)=O.O>[C:18]([OH:19])(=[O:27])[CH3:17].[NH2:1][C:2]1[N:7]=[C:6]([NH2:8])[C:5]([CH2:9][C:10]2[C:15]3[CH2:16][CH:17]=[CH:18][O:19][C:14]=3[C:13]([O:20][CH3:21])=[C:12]([O:22][CH3:23])[CH:11]=2)=[CH:4][N:3]=1 |f:1.2,5.6|. Procedure details: 2,4-Diamino-5-(7,8-dimethoxy-2H-1-benzopyran-5-ylmethyl)pyrimidine (3.35 g, 10.6 mmol) and potassium t-butoxide (2.5 g) were warmed in dimethyl sulfoxide (25 mL) at 80° for 1.5 hr. The mixture was diluted with water and filtered. Two fractional crystallizations from 10% acetic acid gave 92% pure 2,4-diamino-5-(7,8-dimethoxy-4H-1-benzopyran-5-ylmethyl)pyrimidine acetate (0.62 g, 18%). The NMR was consistent with the structure with an 8% impurity of 2,4-diamino-5-(7,8-dimethoxy-2H-1-benzopyran-5-y... The product is C(C)(C)N1CCC(CC1)NC(=O)C=1N(N=CC1C#N)CC(NC1=CC=C(C=C1)Cl)=O (2-[(4-Chloro-phenylcarbamoyl)-methyl]-4-cyano-2H-pyrazole-3-carboxylic acid (1-isopropyl -piperidin-4-yl)-amide). Starting materials: C(C)OC(=O)C=1NN=C(C1)C=1SC=CC1 (5-Thiophen-2-yl-2H-pyrazole-3-carboxylic acid ethyl ester), BrCC(=O)NC1=CC=C(C=C1)Cl (2-Bromo-N-(4-chloro-phenyl)-acetamide), C(C)OC(=O)C=1NN=CC1C#N (4-Cyano-2H-pyrazole-3-carboxylic acid ethyl ester), BrCC(=O)NC1=NC=C(C=C1)Cl (2-Bromo-N-(5-chloro-pyridin-2-yl)-acetamide). Reaction SMILES: Br[CH2:2][C:3]([NH:5][C:6]1[CH:11]=[CH:10][C:9]([Cl:12])=[CH:8][CH:7]=1)=[O:4].C(O[C:16]([C:18]1[NH:19][N:20]=[CH:21][C:22]=1[C:23]#[N:24])=[O:17])C.BrCC(NC1C=[CH:34][C:33](Cl)=[CH:32]N=1)=O.C(OC([C:42]1[NH:43][N:44]=[C:45]([C:47]2SC=C[CH:51]=2)[CH:46]=1)=O)C>>[CH:33]([N:43]1[CH2:42][CH2:46][CH:45]([NH:44][C:16]([C:18]2[N:19]([CH2:2][C:3](=[O:4])[NH:5][C:6]3[CH:11]=[CH:10][C:9]([Cl:12])=[CH:8][CH:7]=3)[N:20]=[CH:21][C:22]=2[C:23]#[N:24])=[O:17])[CH2:47][CH2:51]1)([CH3:34])[CH3:32]. Procedure: The title compound was prepared analogously to example 1 with the difference that 2-Bromo-N-(4-chloro-phenyl)-acetamide and 4-Cyano-2H-pyrazole-3-carboxylic acid ethyl ester were used instead of 2-Bromo-N-(5-chloro-pyridin-2-yl)-acetamide and 5-Thiophen-2-yl-2H-pyrazole-3-carboxylic acid ethyl ester in the alkylation step. MS (ESI+): m/e=429, chloro pattern. Starting materials: BrC1=NC=CC=N1 (2-bromopyrimidine), C(=O)([O-])[O-].[Na+].[Na+] (Na2CO3), C(=O)C1=CC(=CS1)B(O)O (5-formyl-3-thiopheneboronic acid). The reagents and catalysts are C=1C=CC(=CC1)[P](C=2C=CC=CC2)(C=3C=CC=CC3)[Pd]([P](C=4C=CC=CC4)(C=5C=CC=CC5)C=6C=CC=CC6)([P](C=7C=CC=CC7)(C=8C=CC=CC8)C=9C=CC=CC9)[P](C=1C=CC=CC1)(C=1C=CC=CC1)C=1C=CC=CC1 (tetrakis(triphenylphosphine)palladium(0)). Run in COCCOC (DME), O (water), ClCCl (dichloromethane). The product is N1=C(N=CC=C1)C=1C=C(SC1)C=O (4-(2-pyrimidinyl)-2-thiophenecarboxaldehyde). Reaction SMILES: C([O-])([O-])=O.[Na+].[Na+].[CH:7]([C:9]1[S:13][CH:12]=[C:11](B(O)O)[CH:10]=1)=[O:8].Br[C:18]1[N:23]=[CH:22][CH:21]=[CH:20][N:19]=1>O.COCCOC.ClCCl.C1C=CC([P]([Pd]([P](C2C=CC=CC=2)(C2C=CC=CC=2)C2C=CC=CC=2)([P](C2C=CC=CC=2)(C2C=CC=CC=2)C2C=CC=CC=2)[P](C2C=CC=CC=2)(C2C=CC=CC=2)C2C=CC=CC=2)(C2C=CC=CC=2)C2C=CC=CC=2)=CC=1>[N:19]1[CH:20]=[CH:21][CH:22]=[N:23][C:18]=1[C:11]1[CH:10]=[C:9]([CH:7]=[O:8])[S:13][CH:12]=1 |f:0.1.2,^1:37,39,58,77|. Reported procedure: A mixture of Na2CO3 (3.16 g) and 5-formyl-3-thiopheneboronic acid (2.4 g, 15.1 mmol) in water (15 mL) are added to a solution of 2-bromopyrimidine (2 g, 12.58 mmol) and tetrakis(triphenylphosphine)palladium(0) (480 mg, 0.46 mmol) in DME (30 mL) and the mixture is heated to reflux for 24 hr. The cooled reaction mixture is diluted with dichloromethane, washed with sat. aq. NaHCO3 and brine, dried (MgSO4), and concentrated. Purification by chromatography yields the title compound. MS 191 (M+H)+. The reactants are NC=1C2=CC=CC=C2N=C2CCCC(C12)OCC(=O)OC (methyl [(9-amino-1,2,3,4-tetrahydroacridin-1-yl)oxy]acetate), CC(C)([O-])C.[K+] (potassium t-butoxide). The solvent is O1CCCC1 (tetrahydrofuran). Run at time 2.5 hour. Yields the product N1C(COC2C=3C1=C1C=CC=CC1=NC3CCC2)=O (1,3,4a,5,6,7-Hexahydro-2H-quino[4,3,2-ef][1,4]benzoxazepin-2-one). Isolated yield 11.3%. As a reaction SMILES: [NH2:1][C:2]1[C:3]2[C:8]([N:9]=[C:10]3[C:15]=1[CH:14]([O:16][CH2:17][C:18]([O:20]C)=O)[CH2:13][CH2:12][CH2:11]3)=[CH:7][CH:6]=[CH:5][CH:4]=2.CC(C)([O-])C.[K+]>O1CCCC1>[NH:1]1[C:2]2=[C:3]3[C:8](=[N:9][C:10]4[CH2:11][CH2:12][CH2:13][CH:14]([C:15]=42)[O:16][CH2:17][C:18]1=[O:20])[CH:7]=[CH:6][CH:5]=[CH:4]3 |f:1.2|. Reported procedure: To a solution of methyl [(9-amino-1,2,3,4-tetrahydroacridin-1-yl)oxy]acetate (13.7 g) in tetrahydrofuran (200 ml) was added potassium t-butoxide (6.7 g). The reaction mixture was stirred at ambient temperature for 2.5 hrs and evaporated. The residue was stirred in dilute potassium carbonate solution/ethyl ether. The precipitate was collected and dried. A 3.5 g sample was recrystallized twice from methanol/water, passed through a column of basic alumina (5% methanol/ethyl acetate) and recrystalli... Starting materials: C1(CCCCC1)CC(C(=O)NC=1SC(=CN1)C=O)N1C=NC2=CC=C(C=C2C1=O)F (3-cyclohexyl-2-(6-fluoro-4-oxoquinazolin-3(4H)-yl)-N-(5-formylthiazol-2-yl)propanamide), CC(=O)[O-].[Na+] (NaOAc), [BH3-]C#N.[Na+] (NaBH3CN). Run in C(Cl)Cl.CO (DCM MeOH). Reaction conditions: time 30 minute. The product is C1(CCCCC1)CC(C(=O)NC=1SC(=CN1)CO)N1C=NC2=CC=C(C=C2C1=O)F (3-cyclohexyl-2-(6-fluoro-4-oxoquinazolin-3(4H)-yl)-N-(5-(hydroxymethyl)thiazol-2-yl)propanamide). RXN SMILES: [CH:1]1([CH2:7][CH:8]([N:19]2[C:28](=[O:29])[C:27]3[C:22](=[CH:23][CH:24]=[C:25]([F:30])[CH:26]=3)[N:21]=[CH:20]2)[C:9]([NH:11][C:12]2[S:13][C:14]([CH:17]=[O:18])=[CH:15][N:16]=2)=[O:10])[CH2:6][CH2:5][CH2:4][CH2:3][CH2:2]1.CC([O-])=O.[Na+].[BH3-]C#N.[Na+]>C(Cl)Cl.CO>[CH:1]1([CH2:7][CH:8]([N:19]2[C:28](=[O:29])[C:27]3[C:22](=[CH:23][CH:24]=[C:25]([F:30])[CH:26]=3)[N:21]=[CH:20]2)[C:9]([NH:11][C:12]2[S:13][C:14]([CH2:17][OH:18])=[CH:15][N:16]=2)=[O:10])[CH2:2][CH2:3][CH2:4][CH2:5][CH2:6]1 |f:1.2,3.4,5.6|. Procedure details: A mixture of Compound 150 (0.2 g, 0.4675 mmol) and NaOAc (46 mg, 0.561 mmol) was dissolved in DCM:MeOH (20:1, 1 mL) and stirred for 30 min. To this solution was added NaBH3CN (0.056 mg, 0.891 mmol) and the mixture was stirred at RT overnight. The reaction was quenched with aqueous NaHCO3 and extracted into DCM. The organic layer was washed with water and dried over MgSO4. The crude product was purified via preparative HPLC. 1H NMR (400 MHz, CHLOROFORM-d) δ ppm 0.88-1.31 (m, 6H) 1.73 (s, 5H) 1.99... The reactants are C(C1=CC=CC=C1)OC(=O)N1[C@@H](CCC1)C=1OC=C(N1)C ((S)-2-(4-methyl-oxazol-2-yl)-pyrrolidine-1-carboxylic acid benzyl ester). The reagents and catalysts are [Pd] (Pd/C). Solvent: CCO (EtOH). Product: CC=1N=C(OC1)[C@H]1NCCC1 (4-Methyl-2-(S)-pyrrolidin-2-yl-oxazole). Reaction SMILES: C(OC([N:11]1[CH2:15][CH2:14][CH2:13][C@H:12]1[C:16]1[O:17][CH:18]=[C:19]([CH3:21])[N:20]=1)=O)C1C=CC=CC=1>CCO.[Pd]>[CH3:21][C:19]1[N:20]=[C:16]([C@@H:12]2[CH2:13][CH2:14][CH2:15][NH:11]2)[O:17][CH:18]=1. Procedure details: A solution of 100 mg (S)-2-(4-methyl-oxazol-2-yl)-pyrrolidine-1-carboxylic acid benzyl ester in 5 ml EtOH was stirred in the presence of 15 mg Pd/C (10%) under an atmosphere of hydrogen (1 bar) for 2 h. The reaction mixture was filtered over a plug of Celite and washed with EtOH. Evaporation of the solvent gave the product as colorless oil.